From a dataset of the Open Reaction Database (ORD), a public repository of structured organic reaction records. describe an organic reaction: reactants, conditions, products, and yield Reactants: BrC1=NC=CC(=C1)C1=C(C(=CC2=CC(=C(C=C12)OC)OC)CO)CO (1-(2-Bromo-4-pyridyl)-2,3-bis(hydroxymethyl)-6,7-dimethoxynaphthalene), O=C1OC2=C(N1)C=CC=C2 (2-oxobenzoxazolidine). Yields the product OC1=C(C=CC=C1)NC1=NC=CC(=C1)C1=C(C(=CC2=CC(=C(C=C12)OC)OC)CO)CO (1-[2-(2-hydroxyphenyl)amino-4-pyridyl)-2,3-bis(hydroxymethyl)-6,7-dimethoxynaphthalene). Reaction SMILES: Br[C:2]1[CH:7]=[C:6]([C:8]2[C:17]3[C:12](=[CH:13][C:14]([O:20][CH3:21])=[C:15]([O:18][CH3:19])[CH:16]=3)[CH:11]=[C:10]([CH2:22][OH:23])[C:9]=2[CH2:24][OH:25])[CH:5]=[CH:4][N:3]=1.O=C1[NH:31][C:30]2[CH:32]=[CH:33][CH:34]=[CH:35][C:29]=2[O:28]1>>[OH:28][C:29]1[CH:35]=[CH:34][CH:33]=[CH:32][C:30]=1[NH:31][C:2]1[CH:7]=[C:6]([C:8]2[C:17]3[C:12](=[CH:13][C:14]([O:20][CH3:21])=[C:15]([O:18][CH3:19])[CH:16]=3)[CH:11]=[C:10]([CH2:22][OH:23])[C:9]=2[CH2:24][OH:25])[CH:5]=[CH:4][N:3]=1. Procedure: 1-(2-Bromo-4-pyridyl)-2,3-bis(hydroxymethyl)-6,7-dimethoxynaphthalene and 2-oxobenzoxazolidine are treated in the same manner as Example 6-(2) to give 1-[2-(2-hydroxyphenyl)amino-4-pyridyl)-2,3-bis(hydroxymethyl)-6,7-dimethoxynaphthalene which is a hydrolysis product of 1-[2-(2-oxobenzoxazolidin-3-yl)-4-pyridyl]-2,3-bis(hydroxymethyl)-6,7-dimethoxynaphthalene and listed in Table 6.